From a dataset of the Open Reaction Database (ORD), a public repository of structured organic reaction records. describe an organic reaction: reactants, conditions, products, and yield Starting materials: CC1(COCCCCCCBr)COC1, O=C([O-])[O-], CN(C)C=O, [K+], [K+], O, CCOC(=O)c1ccc(O)cc1. Yields the product CCOC(=O)c1ccc(OCCCCCCOCC2(C)COC2)cc1. Reaction SMILES: [Br:1][CH2:2][CH2:3][CH2:4][CH2:5][CH2:6][CH2:7][O:8][CH2:9][C:10]1([CH3:14])[CH2:11][O:12][CH2:13]1.[C:27](=[O:28])([O-:29])[O-:30].[CH3:33][N:34]([CH3:35])[CH:36]=[O:37].[K+:31].[K+:32].[OH2:38].[OH:15][c:16]1[cH:17][cH:18][c:19]([C:20](=[O:21])[O:22][CH2:23][CH3:24])[cH:25][cH:26]1>>[CH2:2]([CH2:3][CH2:4][CH2:5][CH2:6][CH2:7][O:8][CH2:9][C:10]1([CH3:14])[CH2:11][O:12][CH2:13]1)[O:15][c:16]1[cH:17][cH:18][c:19]([C:20](=[O:21])[O:22][CH2:23][CH3:24])[cH:25][cH:26]1. Starting materials: CCS(=O)c1ncc2cc(-c3ccccc3)c(-c3ccc(C=O)cc3)nc2n1, CN(C)C(=O)N1CCNCC1, C1COCCO1. Product: CN(C)C(=O)N1CCN(c2ncc3cc(-c4ccccc4)c(-c4ccc(C=O)cc4)nc3n2)CC1. As a reaction SMILES: [CH2:1]([S:2](=[O:3])[c:5]1[n:6][cH:7][c:8]2[c:9]([n:10]1)[n:11][c:12](-[c:21]1[cH:22][cH:23][c:24]([CH:25]=[O:26])[cH:27][cH:28]1)[c:13](-[c:15]1[cH:16][cH:17][cH:18][cH:19][cH:20]1)[cH:14]2)[CH3:4].[CH3:29][N:30]([C:31](=[O:32])[N:33]1[CH2:34][CH2:35][NH:36][CH2:37][CH2:38]1)[CH3:39].[O:40]1[CH2:41][CH2:42][O:43][CH2:44][CH2:45]1>>[c:5]1([N:36]2[CH2:35][CH2:34][N:33]([C:31]([N:30]([CH3:29])[CH3:39])=[O:32])[CH2:38][CH2:37]2)[n:6][cH:7][c:8]2[c:9]([n:10]1)[n:11][c:12](-[c:21]1[cH:22][cH:23][c:24]([CH:25]=[O:26])[cH:27][cH:28]1)[c:13](-[c:15]1[cH:16][cH:17][cH:18][cH:19][cH:20]1)[cH:14]2.